Dataset: the Open Reaction Database (ORD), a public repository of structured organic reaction records. Task: describe an organic reaction: reactants, conditions, products, and yield Starting materials: ClCC(=O)NC1=CC=C(C=C1)[N+](=O)[O-] (2-chloro-N-(4-nitro-phenyl)-acetamide), Cl.FC1=CC=C(CC2CCNCC2)C=C1 (4-(4-fluoro-benzyl)-piperidine hydrochloride). The solvent is C(C)OCC (diethylether). The product is FC1=CC=C(CC2CCN(CC2)CC(=O)NC2=CC=C(C=C2)[N+](=O)[O-])C=C1 (2-[4-(4-Fluoro-benzyl)-piperidin-1-yl]-N-(4-nitro-phenyl)-acetamide). Reaction SMILES: Cl[CH2:2][C:3]([NH:5][C:6]1[CH:11]=[CH:10][C:9]([N+:12]([O-:14])=[O:13])=[CH:8][CH:7]=1)=[O:4].Cl.[F:16][C:17]1[CH:29]=[CH:28][C:20]([CH2:21][CH:22]2[CH2:27][CH2:26][NH:25][CH2:24][CH2:23]2)=[CH:19][CH:18]=1>C(OCC)C>[F:16][C:17]1[CH:18]=[CH:19][C:20]([CH2:21][CH:22]2[CH2:23][CH2:24][N:25]([CH2:2][C:3]([NH:5][C:6]3[CH:11]=[CH:10][C:9]([N+:12]([O-:14])=[O:13])=[CH:8][CH:7]=3)=[O:4])[CH2:26][CH2:27]2)=[CH:28][CH:29]=1 |f:1.2|. Procedure: The title compound is prepared from 2-chloro-N-(4-nitro-phenyl)-acetamide and 4-(4-fluoro-benzyl)-piperidine hydrochloride according to the method described in Example 142b. Melting Point: 120-123° C. (diethylether) Reactants: OCC1=NN2C(NC=3C=CC=CC3C2=C1)=O (2-(hydroxymethyl)pyrazolo-[1,5-c]quinazolin-5(6H)-one), C(C)(=O)OCC (ethyl acetate), C1(=CC=CC=C1)N=C=O (phenylisocyanate), crude product, ice water. Run in N1=CC=CC=C1 (pyridine). Run at time 30 minute. Yields the product C1(=CC=CC=C1)NC(=O)OCC1=NN2C(NC=3C=CC=CC3C2=C1)=O (2-[[[(Phenylamino)carbonyl]oxy]methyl]-pyrazolo[1,5-c]-quinazolin-5(6H)-one). As a reaction SMILES: [OH:1][CH2:2][C:3]1[CH:15]=[C:14]2[N:5]([C:6](=[O:16])[NH:7][C:8]3[CH:9]=[CH:10][CH:11]=[CH:12][C:13]=32)[N:4]=1.[C:17]1([N:23]=[C:24]=[O:25])[CH:22]=[CH:21][CH:20]=[CH:19][CH:18]=1.C(OCC)(=O)C>N1C=CC=CC=1>[C:17]1([NH:23][C:24]([O:1][CH2:2][C:3]2[CH:15]=[C:14]3[N:5]([C:6](=[O:16])[NH:7][C:8]4[CH:9]=[CH:10][CH:11]=[CH:12][C:13]=43)[N:4]=2)=[O:25])[CH:22]=[CH:21][CH:20]=[CH:19][CH:18]=1. Procedure details: 2.0 g (0.0093 mole) of 2-(hydroxymethyl)pyrazolo-[1,5-c]quinazolin-5(6H)-one prepared as described in Example 6B and 1.55 ml (≅1.7 g or 0.014 mole) of 98% phenylisocyanate are refluxed in 20 ml of dry pyridine under N2 for 1 hour. The crude product is poured onto 200 ml of ice-water layered with ethyl acetate (50 ml) and stirred for 30 minutes. The precipitates that form are filtered off, air-dried and taken up in dioxane (150 ml). The solution is filtered while hot and the clear filtrate concen... Run at time 2.5 hour. Reactants: Cl.NO (Hydroxylamine hydrochloride), C(=O)C=1COC2=C(C1)C=C(C=C2)CC=2C=NC=CC2 (3-formyl-6-(3-pyridylmethyl)-2H-1-benzopyran). The product is C(C=1COC2=C(C1)C=C(C=C2)CC=2C=NC=CC2)=NO (3-formyl-6-(3-pyridylmethyl)-2H-1-benzopyran oxime). Procedure details: Hydroxylamine hydrochloride was added to a mixed solution of 3.88 g (15.5 mmol) of 3-formyl-6-(3-pyridylmethyl)-2H-1-benzopyran in ethanol (35 ml) and pyridine (35 ml) at room temperature. The mixture was stirred for 2.5 hours was evaporated in vacuo and the residue was dispersed in chloroform-methanol (10:1). Then, after the organic layer was washed with water and brine, the solvent was evaporated in vacuo. The crystal precipitated during the evaporation of the solvent, was collected by filtrat... RXN SMILES: Cl.[NH2:2][OH:3].[CH:4]([C:6]1[CH2:7][O:8][C:9]2[CH:15]=[CH:14][C:13]([CH2:16][C:17]3[CH:18]=[N:19][CH:20]=[CH:21][CH:22]=3)=[CH:12][C:10]=2[CH:11]=1)=O>C(O)C.N1C=CC=CC=1>[CH:4](=[N:2][OH:3])[C:6]1[CH2:7][O:8][C:9]2[CH:15]=[CH:14][C:13]([CH2:16][C:17]3[CH:18]=[N:19][CH:20]=[CH:21][CH:22]=3)=[CH:12][C:10]=2[CH:11]=1 |f:0.1|. Yield: 84.1%. The solvent is C(C)O (ethanol), N1=CC=CC=C1 (pyridine). The reactants are [Al+3], [H-], [H-], [H-], [H-], [Li+], C1CCOC1, O=C(O)C1(c2ccc(Nc3nc(N4CCOCC4)nc4c3CCC4)cc2)CCC1. Yields the product OCC1(c2ccc(Nc3nc(N4CCOCC4)nc4c3CCC4)cc2)CCC1. As a reaction SMILES: [Al+3:2].[H-:1].[H-:4].[H-:5].[H-:6].[Li+:3].[O:36]1[CH2:37][CH2:38][CH2:39][CH2:40]1.[O:7]1[CH2:8][CH2:9][N:10]([c:13]2[n:14][c:15]3[c:16]([c:17]([NH:19][c:20]4[cH:21][cH:22][c:23]([C:26]5([C:30](=[O:31])[OH:32])[CH2:27][CH2:28][CH2:29]5)[cH:24][cH:25]4)[n:18]2)[CH2:33][CH2:34][CH2:35]3)[CH2:11][CH2:12]1>>[O:7]1[CH2:8][CH2:9][N:10]([c:13]2[n:14][c:15]3[c:16]([c:17]([NH:19][c:20]4[cH:21][cH:22][c:23]([C:26]5([CH2:30][OH:31])[CH2:27][CH2:28][CH2:29]5)[cH:24][cH:25]4)[n:18]2)[CH2:33][CH2:34][CH2:35]3)[CH2:11][CH2:12]1. Starting materials: C(C)OC(=O)N1N=C(C2=C1CN(C2)S(=O)(=O)C2=CC(=CC=C2)F)NC(C2=CC(=C(C=C2)N2CCN(CC2)C)N(C)CCOC)=O (5-(3-fluoro-benzenesulfonyl)-3-[3-[(2-methoxy-ethyl)-methyl-amino]-4-(4-methyl-piperazin-1-yl)-benzoylamino]-5,6-dihydro-4H-pyrrolo[3,4-c]pyrazole-1-carboxylic acid ethyl ester). Solvent: B(Br)(Br)Br (BBr3), ClCCl (dichloromethane). Reaction conditions: time 3 hour. Yields the product FC=1C=C(C=CC1)S(=O)(=O)N1CC=2NN=C(C2C1)NC(C1=CC(=C(C=C1)N1CCN(CC1)C)N(C)CCO)=O (N-[5-(3-fluoro-benzenesulfonyl)-1,4,5,6-tetrahydro-pyrrolo[3,4-c]pyrazol-3-yl]-3-[(2-hydroxyethyl)-methyl-amino]-4-(4-methyl-piperazin-1-yl)-benzamide). The yield is 67.5%. Reaction SMILES: C(OC([N:6]1[C:10]2[CH2:11][N:12]([S:14]([C:17]3[CH:22]=[CH:21][CH:20]=[C:19]([F:23])[CH:18]=3)(=[O:16])=[O:15])[CH2:13][C:9]=2[C:8]([NH:24][C:25](=[O:45])[C:26]2[CH:31]=[CH:30][C:29]([N:32]3[CH2:37][CH2:36][N:35]([CH3:38])[CH2:34][CH2:33]3)=[C:28]([N:39]([CH2:41][CH2:42][O:43]C)[CH3:40])[CH:27]=2)=[N:7]1)=O)C>B(Br)(Br)Br.ClCCl>[F:23][C:19]1[CH:18]=[C:17]([S:14]([N:12]2[CH2:13][C:9]3[C:8]([NH:24][C:25](=[O:45])[C:26]4[CH:31]=[CH:30][C:29]([N:32]5[CH2:33][CH2:34][N:35]([CH3:38])[CH2:36][CH2:37]5)=[C:28]([N:39]([CH2:41][CH2:42][OH:43])[CH3:40])[CH:27]=4)=[N:7][NH:6][C:10]=3[CH2:11]2)(=[O:15])=[O:16])[CH:22]=[CH:21][CH:20]=1. Reported procedure: A solution of 5-(3-fluoro-benzenesulfonyl)-3-[3-[(2-methoxy-ethyl)-methyl-amino]-4-(4-methyl-piperazin-1-yl)-benzoylamino]-5,6-dihydro-4H-pyrrolo[3,4-c]pyrazole-1-carboxylic acid ethyl ester (120 mg, 0.186 mmol) in 5 mL of 1M BBr3 in dichloromethane was stirred at room temperature for 24 h. The mixture was washed with saturated aqueous NaHCO3 and the combined organic layers were evaporated to dryness. The resulting crude (110 mg) was then dissolved in 4 mL of MeOH and 0.5 mL of triethylamine and... Reactants: 1(i), CC1N(CCNC1)C(=O)OCC1=CC=C(C=C1)[N+](=O)[O-] (2-methyl-1-(4-nitrobenzyloxycarbonyl)piperazine), COC1=CC=C(CS[C@H]2C[C@H](N(C2)C(=O)OCC2=CC=C(C=C2)[N+](=O)[O-])C(=O)O)C=C1 ((2S,4S)-4-(4-methoxybenzylthio)-1-(4-nitrobenzyloxycarbonyl)-2-pyrrolidinecarboxylic acid), C1=CN(C=N1)C(=O)N2C=CN=C2 (N,N-carbonyldiimidazole). The product is COC1=CC=C(CS[C@H]2C[C@H](N(C2)C(=O)OCC2=CC=C(C=C2)[N+](=O)[O-])C(=O)N2CC(N(CC2)C(=O)OCC2=CC=C(C=C2)[N+](=O)[O-])C)C=C1 ((2S,4S)-4-(4-Methoxybenzylthio)-2-[3-methyl-4-(4-nitrobenzyloxycarbonyl)piperazin-1-ylcarbonyl]-1-(4-nitrobenzyloxycarbonyl)pyrrolidine). Yield: 83.9%. Reaction SMILES: [CH3:1][O:2][C:3]1[CH:31]=[CH:30][C:6]([CH2:7][S:8][C@@H:9]2[CH2:13][N:12]([C:14]([O:16][CH2:17][C:18]3[CH:23]=[CH:22][C:21]([N+:24]([O-:26])=[O:25])=[CH:20][CH:19]=3)=[O:15])[C@H:11]([C:27]([OH:29])=O)[CH2:10]2)=[CH:5][CH:4]=1.C1N=CN(C(N2C=NC=C2)=O)C=1.[CH3:44][CH:45]1[CH2:50][NH:49][CH2:48][CH2:47][N:46]1[C:51]([O:53][CH2:54][C:55]1[CH:60]=[CH:59][C:58]([N+:61]([O-:63])=[O:62])=[CH:57][CH:56]=1)=[O:52]>>[CH3:1][O:2][C:3]1[CH:31]=[CH:30][C:6]([CH2:7][S:8][C@@H:9]2[CH2:13][N:12]([C:14]([O:16][CH2:17][C:18]3[CH:19]=[CH:20][C:21]([N+:24]([O-:26])=[O:25])=[CH:22][CH:23]=3)=[O:15])[C@H:11]([C:27]([N:49]3[CH2:48][CH2:47][N:46]([C:51]([O:53][CH2:54][C:55]4[CH:56]=[CH:57][C:58]([N+:61]([O-:63])=[O:62])=[CH:59][CH:60]=4)=[O:52])[CH:45]([CH3:44])[CH2:50]3)=[O:29])[CH2:10]2)=[CH:5][CH:4]=1. Procedure details: Following a procedure similar to that described in Preparation 1(i), but using 3.06 g of (2S,4S)-4-(4-methoxybenzylthio)-1-(4-nitrobenzyloxycarbonyl)-2-pyrrolidinecarboxylic acid, 1.34 g of N,N-carbonyldiimidazole and 2.30 g of 2-methyl-1-(4-nitrobenzyloxycarbonyl)piperazine, 4.07 g of the title compound were obtained.